This data is from the Open Reaction Database (ORD), a public repository of structured organic reaction records. The task is: describe an organic reaction: reactants, conditions, products, and yield Reported procedure: This compound was made following the procedure described above, starting 6-hydrazino-1-isobutyl-3-methylpyrimidine-2,4(1H,3H)-dione, and condensing first 5-chloro-1H-indole-3-carbaldehyde, followed by 4-acetyl-1-methyl-1H-imidazole-2-carbaldehyde. 508 (M+H). As a reaction SMILES: [NH:1]([C:3]1[N:8]([CH2:9][CH:10]([CH3:12])[CH3:11])[C:7](=[O:13])[N:6]([CH3:14])[C:5](=[O:15])[CH:4]=1)[NH2:2].[Cl:16][C:17]1[CH:18]=[C:19]2[C:23](=[CH:24][CH:25]=1)[NH:22][CH:21]=[C:20]2[CH:26]=O.[C:28]([C:31]1[N:32]=[C:33]([CH:37]=O)[N:34]([CH3:36])[CH:35]=1)(=[O:30])[CH3:29]>>[C:28]([C:31]1[N:32]=[C:33]([C:37]2[N:2]([CH2:26][C:20]3[C:19]4[C:23](=[CH:24][CH:25]=[C:17]([Cl:16])[CH:18]=4)[NH:22][CH:21]=3)[N:1]=[C:3]3[C:4]=2[C:5](=[O:15])[N:6]([CH3:14])[C:7](=[O:13])[N:8]3[CH2:9][CH:10]([CH3:11])[CH3:12])[N:34]([CH3:36])[CH:35]=1)(=[O:30])[CH3:29]. The reactants are N(N)C1=CC(N(C(N1CC(C)C)=O)C)=O (6-hydrazino-1-isobutyl-3-methylpyrimidine-2,4(1H,3H)-dione), ClC=1C=C2C(=CNC2=CC1)C=O (5-chloro-1H-indole-3-carbaldehyde), C(C)(=O)C=1N=C(N(C1)C)C=O (4-acetyl-1-methyl-1H-imidazole-2-carbaldehyde). The product is C(C)(=O)C=1N=C(N(C1)C)C=1N(N=C2N(C(N(C(C21)=O)C)=O)CC(C)C)CC2=CNC1=CC=C(C=C21)Cl (3-(4-acetyl-1-methyl-1H-imidazol-2-yl)-2-[(5-chloro-1H-indol-3-yl)methyl]-7-isobutyl-5-methyl-2H-pyrazolo[3,4-d]pyrimidine-4,6(5H,7H)-dione). The reactants are O=[N+]([O-])O, O=C(O)c1ccc(-c2ccccc2)cc1. Yields the product O=C(O)c1ccc(-c2ccc([N+](=O)[O-])cc2)cc1. RXN SMILES: [OH:1][N+:2]([O-:3])=[O:4].[c:5]1(-[c:14]2[cH:15][cH:16][cH:17][cH:18][cH:19]2)[cH:6][cH:7][c:8]([C:11](=[O:12])[OH:13])[cH:9][cH:10]1>>[O-:1][N+:2](=[O:4])[c:17]1[cH:16][cH:15][c:14](-[c:5]2[cH:6][cH:7][c:8]([C:11](=[O:12])[OH:13])[cH:9][cH:10]2)[cH:19][cH:18]1.